This data is from the Open Reaction Database (ORD), a public repository of structured organic reaction records. The task is: describe an organic reaction: reactants, conditions, products, and yield Starting materials: C(C)OC(=O)NC(=S)NC1=C(C=CC=C1)NC(CN(C)C)=O (1-Ethoxycarbonyl-3-(2-dimethylaminoacetamidophenyl)thiourea), Cl (hydrogen chloride). Solvent: C(C)O (ethanol), C(C)OCC (diethyl ether), C(C)OCC (diethyl ether). Product: Cl.C(C)OC(=O)NC(=S)NC1=C(C=CC=C1)NC(CN(C)C)=O (1-ethoxycarbonyl-3-(2-dimethylaminoacetamidophenyl)thiourea hydrochloride). As a reaction SMILES: [CH2:1]([O:3][C:4]([NH:6][C:7]([NH:9][C:10]1[CH:15]=[CH:14][CH:13]=[CH:12][C:11]=1[NH:16][C:17](=[O:22])[CH2:18][N:19]([CH3:21])[CH3:20])=[S:8])=[O:5])[CH3:2].[ClH:23]>C(O)C.C(OCC)C>[ClH:23].[CH2:1]([O:3][C:4]([NH:6][C:7]([NH:9][C:10]1[CH:15]=[CH:14][CH:13]=[CH:12][C:11]=1[NH:16][C:17](=[O:22])[CH2:18][N:19]([CH3:21])[CH3:20])=[S:8])=[O:5])[CH3:2] |f:4.5|. Reported procedure: 1-Ethoxycarbonyl-3-(2-dimethylaminoacetamidophenyl)thiourea (5.0 g) was dissolved in the minimum quantity of ethanol and the solution treated with diethyl ether (500 ml), followed by a saturated solution of hydrogen chloride in diethyl ether. The resultant solid was filtered off and recrystallised from ethanol/diethyl ether to give 1-ethoxycarbonyl-3-(2-dimethylaminoacetamidophenyl)thiourea hydrochloride (4.3 g), m.p. 178°-180° C. (with decomposition). Reactants: O[C@H](CN1C(C2=C(CCC1)NC(=C2C)C=O)=O)CN2CCOCC2 ((S)-5-(2-Hydroxy-3-morpholin-4-yl-propyl)-3-methyl-4-oxo-1,4,5,6,7,8-hexahydro-pyrrolo[3,2-c]azepine-2-carbaldehyde), ClC=1C=C2CC(NC2=CC1)=O (5-chloro-1,3-dihydro-indol-2-one), N1CCCCC1 (piperidine). Solvent: C(C)O (ethanol). Reaction conditions: temperature 45 celsius, time 16 hour. Product: ClC=1C=C2/C(/C(NC2=CC1)=O)=C/C1=C(C=2C(N(CCCC2N1)C[C@H](CN1CCOCC1)O)=O)C ((S,Z)-2-((5-chloro-2-oxoindolin-3-ylidene)methyl)-5-(2-hydroxy-3-morpholinoprop yl)-3-methyl-5,6,7,8-tetrahydropyrrolo[3,2-c]azepin-4(1H)-one), OC(CN1C(C2=C(CCC1)NC=C2C)=O)CN2CCOCC2 (5-(2-hydroxy-3-morpholinoprop yl)-3-methyl-5,6,7,8-tetrahydropyrrolo[3,2-c]azepin-4(1H)-one). The yield is 249.4%. Reaction SMILES: [OH:1][C@@H:2]([CH2:18][N:19]1[CH2:24][CH2:23][O:22][CH2:21][CH2:20]1)[CH2:3][N:4]1[CH2:10][CH2:9][CH2:8][C:7]2[NH:11][C:12]([CH:15]=O)=[C:13]([CH3:14])[C:6]=2[C:5]1=[O:17].[Cl:25][C:26]1[CH:27]=[C:28]2[C:32](=[CH:33][CH:34]=1)[NH:31][C:30](=[O:35])[CH2:29]2.N1CCCCC1>C(O)C>[Cl:25][C:26]1[CH:27]=[C:28]2[C:32](=[CH:33][CH:34]=1)[NH:31][C:30](=[O:35])/[C:29]/2=[CH:15]\[C:12]1[NH:11][C:7]2[CH2:8][CH2:9][CH2:10][N:4]([CH2:3][C@@H:2]([OH:1])[CH2:18][N:19]3[CH2:20][CH2:21][O:22][CH2:23][CH2:24]3)[C:5](=[O:17])[C:6]=2[C:13]=1[CH3:14].[OH:1][CH:2]([CH2:18][N:19]1[CH2:24][CH2:23][O:22][CH2:21][CH2:20]1)[CH2:3][N:4]1[CH2:10][CH2:9][CH2:8][C:7]2[NH:11][CH:12]=[C:13]([CH3:14])[C:6]=2[C:5]1=[O:17]. Reported procedure: (S)-5-(2-Hydroxy-3-morpholin-4-yl-propyl)-3-methyl-4-oxo-1,4,5,6,7,8-hexa hydro-pyrrolo[3,2-c]azepine-2-carbaldehyde 78f (40 mg, 0.12 mmol 1) and 5-chloro-1,3-dihydro-indol-2-one (20 mg, 0.12 mmol) were dissolved in 1.5 ml of ethanol, and added with 6 μl of piperidine to the solution at room temperature. Upon completion of the addition, the reaction mixture was stirred at 45° C. for 16 hours. After thin lay chromatography showed the disappearance of starting materials, the reaction mixture was n...